This data is from the Open Reaction Database (ORD), a public repository of structured organic reaction records. The task is: describe an organic reaction: reactants, conditions, products, and yield The reactants are BrC1=CC2=C(N=C(C3=CC=NC(=C23)OC)NC2=C(C=C(C=C2Cl)I)Cl)C=C1 (9-bromo-N-(2,6-dichloro-4-iodophenyl)-1-methoxybenzo[c]-2,6-naphthyridin-5-amine), N1N=CC=C1B(O)O (1H-pyrazol-5-ylboronic acid), C([O-])([O-])=O.[Na+].[Na+] (sodium carbonate). Reagents/catalysts: C1=CC=C(C=C1)P([C-]2C=CC=C2)C3=CC=CC=C3.C1=CC=C(C=C1)P([C-]2C=CC=C2)C3=CC=CC=C3.Cl[Pd]Cl.[Fe+2].C(Cl)Cl (PdCl2(dppf) CH2Cl2). Run in CN(C)C=O (DMF), C(C)(=O)OCC.C1CCOC1 (ethyl acetate THF). Reaction conditions: temperature 100 celsius. Product: BrC1=CC2=C(N=C(C3=CC=NC(=C23)OC)NC2=C(C=C(C=C2Cl)C2=CC=NN2)Cl)C=C1 (9-Bromo-N-[2,6-dichloro-4-(1H-pyrazol-5-yl)phenyl]-1-methoxybenzo[c]-2,6-naphthyridin-5-amine). RXN SMILES: [Br:1][C:2]1[CH:27]=[CH:26][C:5]2[N:6]=[C:7]([NH:16][C:17]3[C:22]([Cl:23])=[CH:21][C:20](I)=[CH:19][C:18]=3[Cl:25])[C:8]3[C:13]([C:4]=2[CH:3]=1)=[C:12]([O:14][CH3:15])[N:11]=[CH:10][CH:9]=3.[NH:28]1[C:32](B(O)O)=[CH:31][CH:30]=[N:29]1.C(=O)([O-])[O-].[Na+].[Na+]>CN(C=O)C.C(OCC)(=O)C.C1COCC1.C1C=CC(P(C2C=CC=CC=2)[C-]2C=CC=C2)=CC=1.C1C=CC(P(C2C=CC=CC=2)[C-]2C=CC=C2)=CC=1.Cl[Pd]Cl.[Fe+2].C(Cl)Cl>[Br:1][C:2]1[CH:27]=[CH:26][C:5]2[N:6]=[C:7]([NH:16][C:17]3[C:22]([Cl:23])=[CH:21][C:20]([C:30]4[NH:29][N:28]=[CH:32][CH:31]=4)=[CH:19][C:18]=3[Cl:25])[C:8]3[C:13]([C:4]=2[CH:3]=1)=[C:12]([O:14][CH3:15])[N:11]=[CH:10][CH:9]=3 |f:2.3.4,6.7,8.9.10.11.12|. Procedure details: To a solution of 9-bromo-N-(2,6-dichloro-4-iodophenyl)-1-methoxybenzo[c]-2,6-naphthyridin-5-amine (500 mg, 0.87 mmol) in DMF (20 mL), was added 1H-pyrazol-5-ylboronic acid (107 mg, 0.96 mmol), PdCl2(dppf)-CH2Cl2 adduct (142 mg, 0.17 mmol) and sodium carbonate (0.87 mL, 1.74 mmol, 2M in water). The solution was heated to 100° C. in the microwave in a sealed tube for 45 min. The reaction was diluted with ethyl acetate:THF (2:1) and extracted with water followed by brine. The organic layer was drie... Yields the product O=C1CCC(C2=C1SC=C2)NC(C)=O (N-(4,5,6,7-tetrahydro-7-oxobenzo[b]thien-4-yl)acetamide). As a reaction SMILES: [S:1]1[CH:5]=[CH:4][C:3]2[CH:6]([NH:10][C:11](=[O:13])[CH3:12])[CH2:7][CH2:8][CH2:9][C:2]1=2.[Mn]([O-])(=O)(=O)=[O:15].[K+].S([O-])([O-])(=O)=O.[Mg+2]>CC(C)=O>[O:15]=[C:9]1[C:2]2[S:1][CH:5]=[CH:4][C:3]=2[CH:6]([NH:10][C:11](=[O:13])[CH3:12])[CH2:7][CH2:8]1 |f:1.2,3.4|. Reactants: S1C2=C(C=C1)C(CCC2)NC(C)=O (N-(4,5,6,7-tetrahydrobenzo[b]thien-4-yl)acetamide), [Mn](=O)(=O)(=O)[O-].[K+] (potassium permanganate), S(=O)(=O)([O-])[O-].[Mg+2] (magnesium sulfate). Reported procedure: One molar equivalent of N-(4,5,6,7-tetrahydrobenzo[b]thien-4-yl)acetamide is oxidized in aqueous acetone at 10° C. to 15° C. with 2.66 moles of potassium permanganate in the pH range of 7 to 9 in the presence of magnesium sulfate buffer for a period of time from about 3 to 5 hours to afford N-(4,5,6,7-tetrahydro-7-oxobenzo[b]thien-4-yl)acetamide. The thus-obtained oxo-acetamide is hydrolyzed in aqueous hydrochloric acid to the corresponding amine. This amine is then reacted with sodium or potass... The solvent is CC(=O)C (acetone). The reactants are O=C(O)C(F)(F)F, CCOC(=O)COc1ccc(C(=O)C(C)NC(=O)c2ccc(C(=N)N)cc2)cc1, CCOP(=O)(Cl)OCC. Yields the product CCOC(=O)COc1ccc(C(=O)C(C)NC(=O)c2ccc(C(=N)NP(=O)(OCC)OCC)cc2)cc1. As a reaction SMILES: [F:1][C:2]([F:3])([F:4])[C:5]([OH:6])=[O:7].[NH2:8][C:9]([c:10]1[cH:11][cH:12][c:13]([C:14](=[O:15])[NH:16][CH:17]([C:18](=[O:19])[c:20]2[cH:21][cH:22][c:23]([O:24][CH2:25][C:26](=[O:27])[O:28][CH2:29][CH3:30])[cH:31][cH:32]2)[CH3:33])[cH:34][cH:35]1)=[NH:36].[P:37](=[O:38])([O:39][CH2:40][CH3:41])([O:42][CH2:43][CH3:44])[Cl:45]>>[NH:8]=[C:9]([c:10]1[cH:11][cH:12][c:13]([C:14](=[O:15])[NH:16][CH:17]([C:18](=[O:19])[c:20]2[cH:21][cH:22][c:23]([O:24][CH2:25][C:26](=[O:27])[O:28][CH2:29][CH3:30])[cH:31][cH:32]2)[CH3:33])[cH:34][cH:35]1)[NH:36][P:37](=[O:38])([O:39][CH2:40][CH3:41])[O:42][CH2:43][CH3:44]. Starting materials: ClC=1C=C(C(=O)NC=2C=C(C(=CC2)C)C2=CC=C(C=C2)C(=O)NCC2CC2)C=CN1 (2-Chloro-N-(4′-{[(cyclopropylmethyl)amino]carbonyl}-6-methyl-1,1′-biphenyl-3-yl)isonicotinamide), CNC (dimethylamine). Run in CN(C)C=O (DMF). The product is C1(CC1)CNC(=O)C1=CC=C(C=C1)C1=CC(=CC=C1C)NC(C1=CC(=NC=C1)N(C)C)=O (N-(4′-{[(cyclopropylmethyl)amino]carbonyl}-6-methyl-1,1′-biphenyl-3-yl)-2-(dimethylamino)isonicotinamide). As a reaction SMILES: Cl[C:2]1[CH:3]=[C:4]([CH:28]=[CH:29][N:30]=1)[C:5]([NH:7][C:8]1[CH:9]=[C:10]([C:15]2[CH:20]=[CH:19][C:18]([C:21]([NH:23][CH2:24][CH:25]3[CH2:27][CH2:26]3)=[O:22])=[CH:17][CH:16]=2)[C:11]([CH3:14])=[CH:12][CH:13]=1)=[O:6].[CH3:31][NH:32][CH3:33]>CN(C=O)C>[CH:25]1([CH2:24][NH:23][C:21]([C:18]2[CH:19]=[CH:20][C:15]([C:10]3[C:11]([CH3:14])=[CH:12][CH:13]=[C:8]([NH:7][C:5](=[O:6])[C:4]4[CH:28]=[CH:29][N:30]=[C:2]([N:32]([CH3:33])[CH3:31])[CH:3]=4)[CH:9]=3)=[CH:16][CH:17]=2)=[O:22])[CH2:27][CH2:26]1. Procedure details: 2-Chloro-N-(4′-{[(cyclopropylmethyl)amino]carbonyl}-6-methyl-1,1′-biphenyl-3-yl)isonicotinamide and dimethylamine (40% in water) in DMF (1 ml) were heated at 85° C. for 96 h in a sealed tube. The reaction mixture was concentrated under vacuum, purified by preparative HPLC and the product fractions reduced to dryness under vacuum to give N-(4′-{[(cyclopropylmethyl)amino]carbonyl}-6-methyl-1,1′-biphenyl-3-yl)-2-(dimethylamino)isonicotinamide. NMR; δH [2H6]—DMSO 10.29,(1H, s), 8.62,(1H, t), 8.22,(1...